The task is: describe an organic reaction: reactants, conditions, products, and yield. This data is from the Open Reaction Database (ORD), a public repository of structured organic reaction records. Starting materials: [H-].[Al+3].[Li+].[H-].[H-].[H-] (lithium aluminum hydride), [OH-].[Na+] (sodium hydroxide), C(C)(=O)OCC (Ethyl acetate), CN(C(=O)C=1SC(=C(C1)C1=CC=C(C=C1)SC)C1=CC=C(C=C1)F)C (N,N-dimethyl-5-(4-fluorophenyl)-4-[4-(methylthio)phenyl]thiophene-2-carboxamide), ice. The solvent is C(C)OCC (diethyl ether), C1=CC=CC=C1 (benzene). The product is CN(C)CC1=CC(=C(S1)C1=CC=C(C=C1)F)C1=CC=C(C=C1)SC (N,N-dimethyl-5-(4-fluorophenyl)-4-[4-(methylthio)phenyl]-2-thenylamine). The yield is 79.9%. RXN SMILES: [CH3:1][N:2]([CH3:25])[C:3]([C:5]1[S:6][C:7]([C:18]2[CH:23]=[CH:22][C:21]([F:24])=[CH:20][CH:19]=2)=[C:8]([C:10]2[CH:15]=[CH:14][C:13]([S:16][CH3:17])=[CH:12][CH:11]=2)[CH:9]=1)=O.[H-].[Al+3].[Li+].[H-].[H-].[H-].[OH-].[Na+].C(OCC)(=O)C>C1C=CC=CC=1.C(OCC)C>[CH3:25][N:2]([CH2:3][C:5]1[S:6][C:7]([C:18]2[CH:19]=[CH:20][C:21]([F:24])=[CH:22][CH:23]=2)=[C:8]([C:10]2[CH:11]=[CH:12][C:13]([S:16][CH3:17])=[CH:14][CH:15]=2)[CH:9]=1)[CH3:1] |f:1.2.3.4.5.6,7.8|. Procedure: A solution of N,N-dimethyl-5-(4-fluorophenyl)-4-[4-(methylthio)phenyl]thiophene-2-carboxamide (1.95 g) in benzene (15 ml) was added dropwise to an ice-cooled mixture of lithium aluminum hydride (0.27 g) in diethyl ether (10 ml). The mixture was refluxed for 9 hours. To the mixture was added dropwise 4N sodium hydroxide solution. Ethyl acetate was added, and the mixture was filtered. The filtrate was washed with water, dried and evaporated. The oily residue (2 g) was purified by column chromatogr... The reactants are CNC(=O)c1cc(OC)c(C(C)(C)C)cc1Br, O=C([O-])[O-], CC1(C)OB(c2cccnc2OCc2ccccc2)OC1(C)C, CO, ClCCl, [Na+], [Na+], c1ccc(P(c2ccccc2)(c2ccccc2)[Pd](P(c2ccccc2)(c2ccccc2)c2ccccc2)(P(c2ccccc2)(c2ccccc2)c2ccccc2)P(c2ccccc2)(c2ccccc2)c2ccccc2)cc1. The product is CNC(=O)c1cc(OC)c(C(C)(C)C)cc1-c1cccnc1OCc1ccccc1. RXN SMILES: [Br:1][c:2]1[c:3]([C:4](=[O:5])[NH:6][CH3:7])[cH:8][c:9]([O:16][CH3:17])[c:10]([C:12]([CH3:13])([CH3:14])[CH3:15])[cH:11]1.[C:41](=[O:42])([O-:43])[O-:44].[CH2:18]([c:19]1[cH:20][cH:21][cH:22][cH:23][cH:24]1)[O:25][c:26]1[n:27][cH:28][cH:29][cH:30][c:31]1[B:32]1[O:33][C:34]([CH3:35])([CH3:36])[C:37]([CH3:38])([CH3:39])[O:40]1.[CH3:47][OH:48].[Cl:49][CH2:50][Cl:51].[Na+:45].[Na+:46].[cH:52]1[cH:53][cH:54][c:55]([P:56]([Pd:57]([P:58]([c:59]2[cH:60][cH:61][cH:62][cH:63][cH:64]2)([c:65]2[cH:66][cH:67][cH:68][cH:69][cH:70]2)[c:71]2[cH:72][cH:73][cH:74][cH:75][cH:76]2)([P:77]([c:78]2[cH:79][cH:80][cH:81][cH:82][cH:83]2)([c:84]2[cH:85][cH:86][cH:87][cH:88][cH:89]2)[c:90]2[cH:91][cH:92][cH:93][cH:94][cH:95]2)[P:96]([c:97]2[cH:98][cH:99][cH:100][cH:101][cH:102]2)([c:103]2[cH:104][cH:105][cH:106][cH:107][cH:108]2)[c:109]2[cH:110][cH:111][cH:112][cH:113][cH:114]2)([c:115]2[cH:116][cH:117][cH:118][cH:119][cH:120]2)[c:121]2[cH:122][cH:123][cH:124][cH:125][cH:126]2)[cH:127][cH:128]1>>[c:2]1(-[c:31]2[c:26]([O:25][CH2:18][c:19]3[cH:20][cH:21][cH:22][cH:23][cH:24]3)[n:27][cH:28][cH:29][cH:30]2)[c:3]([C:4](=[O:5])[NH:6][CH3:7])[cH:8][c:9]([O:16][CH3:17])[c:10]([C:12]([CH3:13])([CH3:14])[CH3:15])[cH:11]1. Starting materials: N1C(=O)NC(=O)C=C1 (uracil), O=C[C@H](O)[C@@H](O)[C@H](O)[C@H](O)CO (glucose), agarose. Run at temperature 30 celsius, time 2 day. Yields the product C([C@H](O)[C@@H](O)[C@H](O)CO)O (Xylitol). RXN SMILES: N1C=CC(=O)NC1=O.[O:9]=[CH:10][C@@H:11]([C@H:13]([C@@H:15]([C@@H:17](CO)[OH:18])[OH:16])[OH:14])[OH:12]>>[CH2:10]([OH:9])[C@@H:11]([C@H:13]([C@@H:15]([CH2:17][OH:18])[OH:16])[OH:14])[OH:12]. Procedure: The expression cassette PGtrpfs2-CoAraA constructed above was introduced into Candida parapsilosis in which URA3 was inactivated, which was smeared on the uracil-free solid selection medium (yeast nitrogen base 6.7 g/L, glucose 20 g/L, and agarose powder 15 g/L), followed by incubation for 2 days at 30° C. The colonies formed on the solid medium were the strains introduced with the cassette. The colonies were inoculated in 4 ml of YM medium (glucose 20 g/L, yeast extract 3 g/L, malt extract 3 g/... Starting materials: OC=1C(=C(C=O)C=C(C1OC)[N+](=O)[O-])CCC (3-Hydroxy-4-methoxy-5-nitro-2-propylbenzaldehyde), C([O-])([O-])=O.[K+].[K+] (potassium carbonate), CI (methyl iodide). Run in CN(C=O)C (dimethylformamide). The product is COC=1C(=C(C=O)C=C(C1OC)[N+](=O)[O-])CCC (3,4-Dimethoxy-5-nitro-2-propylbenzaldehyde). Isolated yield 64.4%. Reaction SMILES: [OH:1][C:2]1[C:3]([CH2:15][CH2:16][CH3:17])=[C:4]([CH:7]=[C:8]([N+:12]([O-:14])=[O:13])[C:9]=1[O:10][CH3:11])[CH:5]=[O:6].[C:18](=O)([O-])[O-].[K+].[K+].CI>CN(C)C=O>[CH3:18][O:1][C:2]1[C:3]([CH2:15][CH2:16][CH3:17])=[C:4]([CH:7]=[C:8]([N+:12]([O-:14])=[O:13])[C:9]=1[O:10][CH3:11])[CH:5]=[O:6] |f:1.2.3|. Procedure details: A solution of the product from step (c) (40.2 g), potassium carbonate (46.5 g) and methyl iodide (20.9 ml) in dry dimethylformamide (150 ml) was stirred at 20° C. for 16 hours. The solvent was evaporated and the residue quenched with water. The aqueous phase was extracted with ethyl acetate which was washed with brine, dried, filtered and evaporated to leave a yellow oil (27.4 g), MS; m/e 283. Reactants: C(C1=CC=CC=C1)Cl (benzyl chloride), C([O-])([O-])=O.[K+].[K+] (potassium carbonate), ClC1=NC2=C(C=3C=4C=CN=CC4C(C13)=O)C=CC(=C2)O (6-Chloro-3-hydroxy-5,9-diaza-benzo[c]fluoren-7-one). The solvent is ClCCl (dichloromethane), CN(C)C=O (DMF). Conditions: temperature 90 celsius, time 2 hour. Product: C(C1=CC=CC=C1)OC=1C=CC2=C(N=C(C=3C(C=4C=NC=CC4C23)=O)Cl)C1 (3-benzyloxy-6-chloro-5,9-diaza-benzo[c]fluoren-7-one). RXN SMILES: [Cl:1][C:2]1[C:14]2[C:13](=[O:15])[C:12]3[CH:11]=[N:10][CH:9]=[CH:8][C:7]=3[C:6]=2[C:5]2[CH:16]=[CH:17][C:18]([OH:20])=[CH:19][C:4]=2[N:3]=1.[CH2:21](Cl)[C:22]1[CH:27]=[CH:26][CH:25]=[CH:24][CH:23]=1.C(=O)([O-])[O-].[K+].[K+]>CN(C=O)C.ClCCl>[CH2:21]([O:20][C:18]1[CH:17]=[CH:16][C:5]2[C:6]3[C:7]4[CH:8]=[CH:9][N:10]=[CH:11][C:12]=4[C:13](=[O:15])[C:14]=3[C:2]([Cl:1])=[N:3][C:4]=2[CH:19]=1)[C:22]1[CH:27]=[CH:26][CH:25]=[CH:24][CH:23]=1 |f:2.3.4|. Procedure: 6-Chloro-3-hydroxy-5,9-diaza-benzo[c]fluoren-7-one (Example 34a) (27 mg) was dissolved in DMF (2 ml). To the solution were added benzyl chloride (0.016 ml) and potassium carbonate (29 mg). The mixture was stirred at 90° C. for 2 hours. The reaction mixture was dissolved in dichloromethane and the mixture was washed with water. The organic layer was dried over anhydrous sodium sulfate and evaporated to dryness. The residue was purified by silica gel column chromatography developed by dichlorometh...